Dataset: the Open Reaction Database (ORD), a public repository of structured organic reaction records. Task: describe an organic reaction: reactants, conditions, products, and yield The reactants are C(=O)C1=CC=C(C=C1)N1CCC(CC1)NC(C1=CC=CC=C1)=O (N-(1-(4-formylphenyl)piperidin-4-yl)benzamide), OS(=O)[O-].[Na+] (NaHSO3), CC=1C=CC(=CC1)S(=O)(=O)O (p-TsOH), NC1=C(C(=O)N)C(=CC(=C1)OC)OC (2-amino-4,6-dimethoxybenzamide). The solvent is CC(=O)N(C)C (DMA). Conditions: temperature 150 celsius. The product is COC1=C2C(NC(=NC2=CC(=C1)OC)C1=CC=C(C=C1)N1CCC(CC1)NC(C1=CC=CC=C1)=O)=O (N-(1-(4-(5,7-Dimethoxy-4-oxo-3,4-dihydroquinazolin-2-yl)phenyl)piperidin-4-yl)benzamide). Yield: 9.4%. As a reaction SMILES: [CH:1]([C:3]1[CH:8]=[CH:7][C:6]([N:9]2[CH2:14][CH2:13][CH:12]([NH:15][C:16](=[O:23])[C:17]3[CH:22]=[CH:21][CH:20]=[CH:19][CH:18]=3)[CH2:11][CH2:10]2)=[CH:5][CH:4]=1)=O.OS([O-])=O.[Na+].CC1C=CC(S(O)(=O)=O)=CC=1.[NH2:40][C:41]1[CH:49]=[C:48]([O:50][CH3:51])[CH:47]=[C:46]([O:52][CH3:53])[C:42]=1[C:43]([NH2:45])=[O:44]>CC(N(C)C)=O>[CH3:53][O:52][C:46]1[CH:47]=[C:48]([O:50][CH3:51])[CH:49]=[C:41]2[C:42]=1[C:43](=[O:44])[NH:45][C:1]([C:3]1[CH:4]=[CH:5][C:6]([N:9]3[CH2:10][CH2:11][CH:12]([NH:15][C:16](=[O:23])[C:17]4[CH:18]=[CH:19][CH:20]=[CH:21][CH:22]=4)[CH2:13][CH2:14]3)=[CH:7][CH:8]=1)=[N:40]2 |f:1.2|. Procedure details: A mixture of N-(1-(4-formylphenyl)piperidin-4-yl)benzamide (0.350 g, 1.10 mmol), NaHSO3 (0.180 g, 1.70 mmol) and p-TsOH (0.022 g, 0.11 mmol) and 2-amino-4,6-dimethoxybenzamide (0.223 g, 1.10 mmol) in DMA (10 mL) was heated at 150° C. overnight. The mixture was concentrated in vacuo, and the residue was dissolved in EtOAc and washed with H2O and brine, dried (Na2SO4), filtered and concentrated in vacuo. The resulting solid was purified by silica gel chromatography eluting with 10% to 50% CHCl3/Me... The reactants are C(C1=CC=CC=C1)OC(=O)Cl (benzyloxycarbonyl chloride), NC=1C(NC=CC1)=O (3-aminopyrid-2-one), C([O-])([O-])=O.[Na+].[Na+] (sodium carbonate), C1CCOC1 (THF). The solvent is O1CCOCC1 (1,4-dioxane), C(C)(=O)OCC (Ethyl acetate). Conditions: time 15 hour. The product is C(C1=CC=CC=C1)OC(=O)NC=1C(NC=CC1)=O (3-benzyloxycarbonylaminopyrid-2-one). Isolated yield 39.5%. Reaction SMILES: [NH2:1][C:2]1[C:3](=[O:8])[NH:4][CH:5]=[CH:6][CH:7]=1.C(=O)([O-])[O-].[Na+].[Na+].C1COCC1.[CH2:20]([O:27][C:28](Cl)=[O:29])[C:21]1[CH:26]=[CH:25][CH:24]=[CH:23][CH:22]=1>C(OCC)(=O)C.O1CCOCC1>[CH2:20]([O:27][C:28]([NH:1][C:2]1[C:3](=[O:8])[NH:4][CH:5]=[CH:6][CH:7]=1)=[O:29])[C:21]1[CH:26]=[CH:25][CH:24]=[CH:23][CH:22]=1 |f:1.2.3|. Procedure: To a mixture of 3-aminopyrid-2-one (24.6 g, 0.223 mol), sodium carbonate (52.1 g, 0.492 mol), THF (250 mL) and 1,4-dioxane (50 mL) was added dropwise benzyloxycarbonyl chloride (35.1 mL, 0.246 mol). The resulting mixture was stirred at room temperature for 15 h. Ethyl acetate (1200 mL) was added and the mixture was washed with water, saturated aqueous sodium hydrogencarbonate solution and saturated brine. After filtering off insolubles, the filtrate was dried over anhydrous magnesium sulfate. Th... The reactants are C1(CCCC1)OC=1C=C(C=CC1OC)C1(CCC(CC1)=O)C#C (4-(3-cyclopentyloxy-4-methoxyphenyl)-4-ethynyl-cyclohexan-1-one), BrC=1SC(=CC1)N1OC(=NC1)C (2-bromo-5-(5-methyl-[1,2,4]oxadiazol-2-yl)thiophene), [Cl-].[NH4+] (Ammonium chloride). The reagents and catalysts are C=1C=CC(=CC1)[P](C=2C=CC=CC2)(C=3C=CC=CC3)[Pd]([P](C=4C=CC=CC4)(C=5C=CC=CC5)C=6C=CC=CC6)([P](C=7C=CC=CC7)(C=8C=CC=CC8)C=9C=CC=CC9)[P](C=1C=CC=CC1)(C=1C=CC=CC1)C=1C=CC=CC1 (tetrakis(triphenylphosphine)palladium(0)), [Cu]I (copper(I) iodide). Run in C(C)N(CC)CC (triethylamine). Product: C1(CCCC1)OC=1C=C(C=CC1OC)C1(CCC(CC1)=O)C#CC=1SC(=CC1)N1OC(=NC1)C (4-(3-cyclopentyloxy-4-methoxyphenyl)-4-[5-(5-methyl-[1,2,4]oxadiazol-2-yl)thien-2-ylethynyl]cyclohexan-1-one). As a reaction SMILES: [CH:1]1([O:6][C:7]2[CH:8]=[C:9]([C:15]3([C:22]#[CH:23])[CH2:20][CH2:19][C:18](=[O:21])[CH2:17][CH2:16]3)[CH:10]=[CH:11][C:12]=2[O:13][CH3:14])[CH2:5][CH2:4][CH2:3][CH2:2]1.Br[C:25]1[S:26][C:27]([N:30]2[CH2:34][N:33]=[C:32]([CH3:35])[O:31]2)=[CH:28][CH:29]=1.[Cl-].[NH4+]>C(N(CC)CC)C.C1C=CC([P]([Pd]([P](C2C=CC=CC=2)(C2C=CC=CC=2)C2C=CC=CC=2)([P](C2C=CC=CC=2)(C2C=CC=CC=2)C2C=CC=CC=2)[P](C2C=CC=CC=2)(C2C=CC=CC=2)C2C=CC=CC=2)(C2C=CC=CC=2)C2C=CC=CC=2)=CC=1.[Cu]I>[CH:1]1([O:6][C:7]2[CH:8]=[C:9]([C:15]3([C:22]#[C:23][C:25]4[S:26][C:27]([N:30]5[CH2:34][N:33]=[C:32]([CH3:35])[O:31]5)=[CH:28][CH:29]=4)[CH2:16][CH2:17][C:18](=[O:21])[CH2:19][CH2:20]3)[CH:10]=[CH:11][C:12]=2[O:13][CH3:14])[CH2:2][CH2:3][CH2:4][CH2:5]1 |f:2.3,^1:48,50,69,88|. Procedure details: To a solution of 4-(3-cyclopentyloxy-4-methoxyphenyl)-4-ethynyl-cyclohexan-1-one (0.17 g, 0.88 mmol) and 2-bromo-5-(5-methyl-[1,2,4]oxadiazol-2-yl)thiophene (0.18 g, 1.2 mmol) in triethylamine (5 mL) under an argon atmosphere were added tetrakis(triphenylphosphine)palladium(0) (0.037 g, 4%) and copper(I) iodide (0.010 g, 6%), and the mixture was heated at 85°-90° C. for 2 h. Ammonium chloride was added and the mixture was extracted three times with dichloromethane, was dried (magnesium sulfate) ... Reactants: O=C([O-])[O-], CN(C)C=O, Cc1nc2sccn2c1C(=O)NNC(=O)CCl, [K+], [K+]. The product is Cc1nc2sccn2c1C1=NNC(=O)CO1. RXN SMILES: [C:18](=[O:19])([O-:20])[O-:21].[CH3:24][N:25]([CH3:26])[CH:27]=[O:28].[Cl:1][CH2:2][C:3](=[O:4])[NH:5][NH:6][C:7](=[O:8])[c:9]1[c:10]([CH3:17])[n:11][c:12]2[s:13][cH:14][cH:15][n:16]12.[K+:22].[K+:23]>>[CH2:2]1[C:3](=[O:4])[NH:5][N:6]=[C:7]([c:9]2[c:10]([CH3:17])[n:11][c:12]3[s:13][cH:14][cH:15][n:16]23)[O:8]1. As a reaction SMILES: [CH3:1][O:2][c:3]1[cH:4][c:5]([CH:11]2[CH2:12][CH2:13][N:14]([c:17]3[c:18]([CH3:37])[c:19]([CH3:36])[c:20]4[c:21]([c:34]3[CH3:35])[C:22]([OH:27])([c:28]3[cH:29][cH:30][cH:31][cH:32][cH:33]3)[C:23]([CH3:25])([CH3:26])[O:24]4)[CH2:15][CH2:16]2)[cH:6][cH:7][c:8]1[O:9][CH3:10].[CH3:38][CH2:39][OH:40]>>[CH3:1][O:2][c:3]1[cH:4][c:5]([CH:11]2[CH2:12][CH2:13][N:14]([c:17]3[c:18]([CH3:37])[c:19]([CH3:36])[c:20]4[c:21]([c:34]3[CH3:35])[CH:22]([c:28]3[cH:29][cH:30][cH:31][cH:32][cH:33]3)[C:23]([CH3:25])([CH3:26])[O:24]4)[CH2:15][CH2:16]2)[cH:6][cH:7][c:8]1[O:9][CH3:10]. The reactants are COc1ccc(C2CCN(c3c(C)c(C)c4c(c3C)C(O)(c3ccccc3)C(C)(C)O4)CC2)cc1OC, CCO. Yields the product COc1ccc(C2CCN(c3c(C)c(C)c4c(c3C)C(c3ccccc3)C(C)(C)O4)CC2)cc1OC. Starting materials: C1=CN(C(=O)N=C1N)[C@H]2C([C@@H]([C@H](O2)CO)O)(F)F.Cl (Gemcitabine HCl), OP(=O)(O)[O-].OP(=O)([O-])[O-].[Na+].[Na+].[Na+].[Cl-].[Cl-].[K+].[K+] (PBS). Product: C1=CN(C(=O)N=C1N)[C@H]2C([C@@H]([C@H](O2)CO)O)(F)F (Gemcitabine). Reaction SMILES: [CH:1]1[C:7]([NH2:8])=[N:6][C:4](=[O:5])[N:3]([C@@H:9]2[O:13][C@H:12]([CH2:14][OH:15])[C@@H:11]([OH:16])[C:10]2([F:18])[F:17])[CH:2]=1.Cl.OP([O-])(O)=O.OP([O-])([O-])=O.[Na+].[Na+].[Na+].[Cl-].[Cl-].[K+].[K+]>>[CH:1]1[C:7]([NH2:8])=[N:6][C:4](=[O:5])[N:3]([C@@H:9]2[O:13][C@H:12]([CH2:14][OH:15])[C@@H:11]([OH:16])[C:10]2([F:17])[F:18])[CH:2]=1 |f:0.1,2.3.4.5.6.7.8.9.10|. Procedure details: Reconstituted 200 mg of Gemcitabine HCl powder with 6.66 ml of PBS (phosphate buffered saline) to final concentration of 30 mg/ml.